Dataset: the Open Reaction Database (ORD), a public repository of structured organic reaction records. Task: describe an organic reaction: reactants, conditions, products, and yield The reactants are NC(=O)C1=CCCNC1, CCO, Cc1nc(Cl)c2c(C)c(C)n(-c3c(C(C)C)csc3C)c2n1, O=C(O)C(F)(F)F, [Na+], O=C([O-])O. Product: Cc1nc(N2CCC=C(C(N)=O)C2)c2c(C)c(C)n(-c3c(C(C)C)csc3C)c2n1. RXN SMILES: [C:8]([NH2:9])(=[O:10])[C:11]1=[CH:12][CH2:13][CH2:14][NH:15][CH2:16]1.[CH3:44][CH2:45][OH:46].[Cl:17][c:18]1[c:19]2[c:20]([n:21][c:22]([CH3:24])[n:23]1)[n:25](-[c:30]1[c:31]([CH3:38])[s:32][cH:33][c:34]1[CH:35]([CH3:36])[CH3:37])[c:26]([CH3:29])[c:27]2[CH3:28].[F:1][C:2]([F:3])([F:4])[C:5]([OH:6])=[O:7].[Na+:39].[OH:40][C:41](=[O:42])[O-:43]>>[C:8]([NH2:9])(=[O:10])[C:11]1=[CH:12][CH2:13][CH2:14][N:15]([c:18]2[c:19]3[c:20]([n:21][c:22]([CH3:24])[n:23]2)[n:25](-[c:30]2[c:31]([CH3:38])[s:32][cH:33][c:34]2[CH:35]([CH3:36])[CH3:37])[c:26]([CH3:29])[c:27]3[CH3:28])[CH2:16]1. The reactants are CCOC(C)=O, C=C[Sn](C=C)(C=C)C=C, OCc1cc(I)c(O)c(Cl)n1, CN(C)C=O, Cl[Pd]Cl, c1ccc(P(c2ccccc2)c2ccccc2)cc1, c1ccc(P(c2ccccc2)c2ccccc2)cc1. Reaction SMILES: [CH3:26][CH2:27][O:28][C:29]([CH3:30])=[O:31].[CH:12](=[CH2:13])[Sn:14]([CH:15]=[CH2:16])([CH:17]=[CH2:18])[CH:19]=[CH2:20].[Cl:1][c:2]1[n:3][c:4]([CH2:10][OH:11])[cH:5][c:6]([I:9])[c:7]1[OH:8].[O:21]=[CH:22][N:23]([CH3:24])[CH3:25].[Pd:32]([Cl:33])[Cl:34].[c:35]1([P:36]([c:37]2[cH:38][cH:39][cH:40][cH:41][cH:42]2)[c:43]2[cH:44][cH:45][cH:46][cH:47][cH:48]2)[cH:49][cH:50][cH:51][cH:52][cH:53]1.[c:54]1([P:55]([c:56]2[cH:57][cH:58][cH:59][cH:60][cH:61]2)[c:62]2[cH:63][cH:64][cH:65][cH:66][cH:67]2)[cH:68][cH:69][cH:70][cH:71][cH:72]1>>[Cl:1][c:2]1[n:3][c:4]([CH2:10][OH:11])[cH:5][c:6]([CH:12]=[CH2:13])[c:7]1[OH:8]. Yields the product C=Cc1cc(CO)nc(Cl)c1O.